From a dataset of the Open Reaction Database (ORD), a public repository of structured organic reaction records. describe an organic reaction: reactants, conditions, products, and yield Reactants: N1=C(N=CC=C1)COC1=CC(NC=C1)=O (4-(pyrimidin-2-ylmethoxy)pyridin-2(1H)-one), BrC=1C=CC=2C3=C(N(C2C1)C)CCN(C3)C(=O)OC(C)(C)C (tert-butyl 7-bromo-5-methyl-3,4-dihydro-1H-pyrido[4,3-b]indole-2(5H)-carboxylate), OC=1C=CC=C2C=CC=NC12 (8-hydroxyquinoline), C(=O)([O-])[O-].[Cs+].[Cs+] (Cs2CO3). The reagents and catalysts are [Cu]I (CuI). Run in CS(=O)C (DMSO). Reaction conditions: temperature 135 celsius, time 8 hour. Product: EtOAc hexanes, CN1C2=C(C=3C=CC(=CC13)N1C(C=C(C=C1)OCC1=NC=CC=N1)=O)CN(CC2)C(=O)OC(C)(C)C (tert-Butyl 5-methyl-7-(2-oxo-4-(pyrimidin-2-ylmethoxy)pyridin-1(2H)-yl)-3,4-dihydro-1H-pyrido[4,3-b]indole-2(5H)-carboxylate). Yield: 44.1%. Reaction SMILES: [N:1]1[CH:6]=[CH:5][CH:4]=[N:3][C:2]=1[CH2:7][O:8][C:9]1[CH:14]=[CH:13][NH:12][C:11](=[O:15])[CH:10]=1.Br[C:17]1[CH:18]=[CH:19][C:20]2[C:21]3[CH2:30][N:29]([C:31]([O:33][C:34]([CH3:37])([CH3:36])[CH3:35])=[O:32])[CH2:28][CH2:27][C:22]=3[N:23]([CH3:26])[C:24]=2[CH:25]=1.OC1C=CC=C2C=1N=CC=C2.C([O-])([O-])=O.[Cs+].[Cs+]>CS(C)=O.[Cu]I>[CH3:26][N:23]1[C:24]2[CH:25]=[C:17]([N:12]3[CH:13]=[CH:14][C:9]([O:8][CH2:7][C:2]4[N:3]=[CH:4][CH:5]=[CH:6][N:1]=4)=[CH:10][C:11]3=[O:15])[CH:18]=[CH:19][C:20]=2[C:21]2[CH2:30][N:29]([C:31]([O:33][C:34]([CH3:37])([CH3:36])[CH3:35])=[O:32])[CH2:28][CH2:27][C:22]1=2 |f:3.4.5|. Reported procedure: A suspension of 4-(pyrimidin-2-ylmethoxy)pyridin-2(1H)-one (242 mg, 1.19 mmol), tert-butyl 7-bromo-5-methyl-3,4-dihydro-1H-pyrido[4,3-b]indole-2(5H)-carboxylate (522 mg, 1.43 mmol), CuI (272 mg, 1.43 mmol), 8-hydroxyquinoline (35 mg, 0.24 mmol) and Cs2CO3 (426 mg, 1.31 mmol) in DMSO (10 mL) was degassed under reduced pressure for 45 min. The suspension was put under Ar and heated at 135° C. with stirring overnight. The suspension was cooled, 40:9:1 CH2Cl2/MeOH/NH4OH (50 mL) was added, and the re... The product is CCOc1ccccc1NC(=O)c1ccccc1C. Reaction SMILES: [C:21](=[O:22])([OH:23])[O-:24].[CH2:11]([CH3:12])[O:13][c:14]1[c:15]([NH2:16])[cH:17][cH:18][cH:19][cH:20]1.[CH3:1][c:2]1[c:3]([C:4](=[O:5])[Br:6])[cH:7][cH:8][cH:9][cH:10]1.[CH3:26][C:27](=[O:28])[CH3:29].[Na+:25]>>[CH3:1][c:2]1[c:3]([C:4](=[O:5])[NH:16][c:15]2[c:14]([O:13][CH2:11][CH3:12])[cH:20][cH:19][cH:18][cH:17]2)[cH:7][cH:8][cH:9][cH:10]1. Starting materials: O=C([O-])O, CCOc1ccccc1N, Cc1ccccc1C(=O)Br, CC(C)=O, [Na+].